Dataset: the Open Reaction Database (ORD), a public repository of structured organic reaction records. Task: describe an organic reaction: reactants, conditions, products, and yield Starting materials: FC1=CC(=CC2=C1C(=NC(O2)(C)C)C2=CC=C(C=C2)F)NC(OC(C)(C)C)=O (tert-butyl [5-fluoro-4-(4-fluorophenyl)-2,2-dimethyl-2H-1,3-benzoxazin-7-yl]carbamate), C([O-])(O)=O.[Na+] (sodium bicarbonate). The solvent is FC(C(=O)O)(F)F (trifluoroacetic acid). Product: FC1=CC(=CC2=C1C(=NC(O2)(C)C)C2=CC=C(C=C2)F)N (5-fluoro-4-(4-fluorophenyl)-2,2-dimethyl-2H-1,3-benzoxazin-7-amine). As a reaction SMILES: [F:1][C:2]1[C:7]2[C:8]([C:14]3[CH:19]=[CH:18][C:17]([F:20])=[CH:16][CH:15]=3)=[N:9][C:10]([CH3:13])([CH3:12])[O:11][C:6]=2[CH:5]=[C:4]([NH:21]C(=O)OC(C)(C)C)[CH:3]=1.C(=O)(O)[O-].[Na+]>FC(F)(F)C(O)=O>[F:1][C:2]1[C:7]2[C:8]([C:14]3[CH:19]=[CH:18][C:17]([F:20])=[CH:16][CH:15]=3)=[N:9][C:10]([CH3:13])([CH3:12])[O:11][C:6]=2[CH:5]=[C:4]([NH2:21])[CH:3]=1 |f:1.2|. Procedure: A solution of the compound obtained in (8) described above (148 mg) in trifluoroacetic acid (2 mL) was stirred at room temperature for an hour. The reaction solution was added dropwise to a saturated aqueous solution of sodium bicarbonate, and the mixture was extracted with chloroform. The organic layer was washed successively with a saturated aqueous solution of sodium bicarbonate and brine, dried over anhydrous magnesium sulfate and concentrated in vacuo. The resultant residue was purified by ... Starting materials: COc1cccc2c1OC(C(N)=O)CO2, Cl, O. Yields the product COc1cccc2c1OC(C(=O)O)CO2. Reaction SMILES: [CH3:1][O:2][c:3]1[cH:4][cH:5][cH:6][c:7]2[c:8]1[O:9][CH:10]([C:13](=[O:14])[NH2:15])[CH2:11][O:12]2.[ClH:17].[OH2:16]>>[CH3:1][O:2][c:3]1[cH:4][cH:5][cH:6][c:7]2[c:8]1[O:9][CH:10]([C:13]([OH:14])=[O:16])[CH2:11][O:12]2. The reactants are OC1=C(C=CC=C1)C1C(C(C(C(C1)=O)C(CC)=O)=O)C(=O)OCC (5-(2-hydroxyphenyl)-4-ethoxycarbonyl-2-propionylcyclohexane-1,3-dione), C1(=CC=C(C=C1)S(=O)(=O)O)C (p-toluenesulphonic acid). Run in C1(=CC=CC=C1)C (toluene). The product is C(CC)(=O)C1C(C2C(C3=C(OC2=O)C=CC=C3)CC1=O)=O (8-propionyl-10,10a-dihydro-6H-dibenzo[b,d]-pyran-6,7,9-(6aH,8H)trione). Yield: 92.9%. Reaction SMILES: O[C:2]1[CH:7]=[CH:6][CH:5]=[CH:4][C:3]=1[CH:8]1[CH2:13][C:12](=[O:14])[CH:11]([C:15](=[O:18])[CH2:16][CH3:17])[C:10](=[O:19])[CH:9]1[C:20]([O:22]CC)=[O:21].C1(C)C=CC(S(O)(=O)=O)=CC=1>C1(C)C=CC=CC=1>[C:15]([CH:11]1[C:12](=[O:14])[CH2:13][CH:8]2[C:3]3[CH:4]=[CH:5][CH:6]=[CH:7][C:2]=3[O:22][C:20](=[O:21])[CH:9]2[C:10]1=[O:19])(=[O:18])[CH2:16][CH3:17]. Reported procedure: A solution of 5-(2-hydroxyphenyl)-4-ethoxycarbonyl-2-propionylcyclohexane-1,3-dione (100 mg) and p-toluenesulphonic acid (10 mg) in toluene (5 ml) was heated under reflux for 1 hour. The solution was washed with dilute aqueous sodium bicarbonate and the toluene layer was dried (MgSO4) and evaporated to give 8-propionyl-10,10a-dihydro-6H-dibenzo[b,d]-pyran-6,7,9-(6aH,8H)trione (80 mg) as a pale yellow oil, proton magnetic resonance spectrum (CDCl3 ; δ in ppm): 0.8-1.3 (3H,m); 2.8-4.0 (6H,m); 6.9 ...